Dataset: the Open Reaction Database (ORD), a public repository of structured organic reaction records. Task: describe an organic reaction: reactants, conditions, products, and yield Starting materials: [Br-], C1CCOC1, CC[Mg+], O=C1CCN(Cc2ccccc2)CC1, CCOCC. Yields the product CCC1(O)CCN(Cc2ccccc2)CC1. As a reaction SMILES: [Br-:1].[CH2:19]1[O:20][CH2:21][CH2:22][CH2:23]1.[CH2:2]([CH3:3])[Mg+:4].[CH2:5]([c:6]1[cH:7][cH:8][cH:9][cH:10][cH:11]1)[N:12]1[CH2:13][CH2:14][C:15](=[O:18])[CH2:16][CH2:17]1.[CH3:24][CH2:25][O:26][CH2:27][CH3:28]>>[CH2:2]([CH3:3])[C:15]1([OH:18])[CH2:14][CH2:13][N:12]([CH2:5][c:6]2[cH:7][cH:8][cH:9][cH:10][cH:11]2)[CH2:17][CH2:16]1. Starting materials: CCc1cccc(N)c1, CS(=O)(=O)O, CO. The product is CCc1cccc(N)c1, CS(=O)(=O)O. As a reaction SMILES: [CH2:1]([CH3:2])[c:3]1[cH:4][c:5]([NH2:6])[cH:7][cH:8][cH:9]1.[CH3:10][S:11]([OH:12])(=[O:13])=[O:14].[CH3:15][OH:16]>>[CH2:1]([CH3:2])[c:3]1[cH:4][c:5]([NH2:6])[cH:7][cH:8][cH:9]1.[CH3:10][S:11](=[O:12])(=[O:13])[OH:14].